This data is from the Open Reaction Database (ORD), a public repository of structured organic reaction records. The task is: describe an organic reaction: reactants, conditions, products, and yield Starting materials: C(C)C1=C(N)C(=CC=C1)CC (2,6-Diethylaniline), ClCC1OCCCO1 (2-chloromethyl-1,3-dioxane), C([O-])([O-])=O.[K+].[K+] (potassium carbonate). The solvent is CN(C=O)C (dimethylformamide). Yields the product O1C(OCCC1)CNC1=C(C=CC=C1CC)CC (N-(1,3-dioxan-2-ylmethyl)-2,6-diethylaniline). Reaction SMILES: [CH2:1]([C:3]1[CH:9]=[CH:8][CH:7]=[C:6]([CH2:10][CH3:11])[C:4]=1[NH2:5])[CH3:2].Cl[CH2:13][CH:14]1[O:19][CH2:18][CH2:17][CH2:16][O:15]1.C(=O)([O-])[O-].[K+].[K+]>CN(C)C=O>[O:15]1[CH2:16][CH2:17][CH2:18][O:19][CH:14]1[CH2:13][NH:5][C:4]1[C:6]([CH2:10][CH3:11])=[CH:7][CH:8]=[CH:9][C:3]=1[CH2:1][CH3:2] |f:2.3.4|. Procedure: 2,6-Diethylaniline (75 grams), 2-chloromethyl-1,3-dioxane (14 grams), potassium carbonate (34 grams) and dimethylformamide (60 ml) are charged into a glass reaction vessel equipped with a mechanical stirrer, thermometer and reflux condenser. The reaction mixture is heated at reflux for a period of about 18 hours. After this time the mixture is filtered and distilled to yield the desired product N-(1,3-dioxan-2-ylmethyl)-2,6-diethylaniline. Starting materials: C(CCCC#C)C(C(=O)O)C(=O)O (2-(hex-5-ynyl)malonic acid), cuprous oxide. Solvent: C(C)#N (acetonitrile). The product is C(CCCCCC#C)(=O)O (Oct-7-ynoic acid), oil. Reaction SMILES: [CH2:1]([CH:7](C(O)=O)[C:8]([OH:10])=[O:9])[CH2:2][CH2:3][CH2:4][C:5]#[CH:6]>C(#N)C>[C:8]([OH:10])(=[O:9])[CH2:7][CH2:1][CH2:2][CH2:3][CH2:4][C:5]#[CH:6]. Procedure: A mixture of 2-(hex-5-ynyl)malonic acid (2.2 g) and cuprous oxide (60mg) in dry acetonitrile (40 ml) was stirred and refluxed, under nitrogen, for 6 hours. The solvent was removed in vacuo. 5% Aqueous hydrochloric acid was added and the aqueous mixture was extracted with diethyl ether. The ethereal extracts were dried over anhydrous magnesium sulphate and the solvent was removed in vacuo. Oct-7-ynoic acid was obtained as an oil (1.5 g) and was used without further purification. Reactants: O1C(CCC1)CCC1=CC=C(C=C1)CO ((4-(2-(tetrahydrofuran-2-yl)-ethyl)-phenyl)-methanol). Reagents/catalysts: [O-2].[O-2].[Mn+4] (manganese dioxide). Solvent: C(C)(=O)OCC (ethyl acetate). Reaction conditions: time 12 hour. Yields the product O1C(CCC1)CCC1=CC=C(C=O)C=C1 (4-(2-(Tetrahydrofuran-2-yl)-ethyl)-benzaldehyde). Yield: 95.1%. Reaction SMILES: [O:1]1[CH2:5][CH2:4][CH2:3][CH:2]1[CH2:6][CH2:7][C:8]1[CH:13]=[CH:12][C:11]([CH2:14][OH:15])=[CH:10][CH:9]=1>[O-2].[O-2].[Mn+4].C(OCC)(=O)C>[O:1]1[CH2:5][CH2:4][CH2:3][CH:2]1[CH2:6][CH2:7][C:8]1[CH:9]=[CH:10][C:11]([CH:14]=[O:15])=[CH:12][CH:13]=1 |f:1.2.3|. Reported procedure: To an ethyl acetate (50 mL) solution of (4-(2-(tetrahydrofuran-2-yl)-ethyl)-phenyl)-methanol (600 mg, 2.91 mmol) described in Manufacturing Example 82-1-2 was added active manganese dioxide (10 g, 115 mmol), which was stirred for 12 hours at room temperature. The reaction liquid was suction filtered through a Celite pad, and washed with ethyl acetate (50 mL). The filtrate was concentrated under a reduced pressure to obtain the title compound (565 mg, 95%).